This data is from the Open Reaction Database (ORD), a public repository of structured organic reaction records. The task is: describe an organic reaction: reactants, conditions, products, and yield Reactants: C(#N)C1=CC=C(C=C1)C=1C=C(C(NN1)=O)C(=O)NCCCCC(=O)O (6-(4-cyanophenyl)-4-[(4-carboxybutyl )-aminocarbonyl]-(2H)-pyridazin-3-one), C(Cl)Cl.CO (methylene chloride methanol). The product is C(#N)C1=CC=C(C=C1)C=1C=C(C(N(N1)C)=O)C(=O)NCCCCC(=O)O (6-(4-Cyanophenyl)-4-[(4-carboxybutyl)-aminocarbonyl]-2-methyl-(2H )-pyridazin-3-one). Reaction SMILES: [C:1]([C:3]1[CH:8]=[CH:7][C:6]([C:9]2[CH:10]=[C:11]([C:16]([NH:18][CH2:19][CH2:20][CH2:21][CH2:22][C:23]([OH:25])=[O:24])=[O:17])[C:12](=[O:15])[NH:13][N:14]=2)=[CH:5][CH:4]=1)#[N:2].[CH2:26](Cl)Cl.CO>>[C:1]([C:3]1[CH:4]=[CH:5][C:6]([C:9]2[CH:10]=[C:11]([C:16]([NH:18][CH2:19][CH2:20][CH2:21][CH2:22][C:23]([OH:25])=[O:24])=[O:17])[C:12](=[O:15])[N:13]([CH3:26])[N:14]=2)=[CH:7][CH:8]=1)#[N:2] |f:1.2|. Procedure details: 6-(4-cyanophenyl)-4-[(4-carboxybutyl )-aminocarbonyl]-(2H)-pyridazin-3-one Rf value: 0.30 (silica gel; methylene chloride/methanol=9:1)